From a dataset of the Open Reaction Database (ORD), a public repository of structured organic reaction records. describe an organic reaction: reactants, conditions, products, and yield The reactants are C(C=C)N1CCC2=CC=CC=C12 (2,3-dihydro-1-(2-propenyl)-1H-indole), C1CCCC2=CC=CC=C12 (tetralin), B(F)(F)F.CCOCC (borontrifluoride etherate). Run at temperature 200 celsius. Yields the product C(C=C)C=1C=CC=C2CCNC12 (2,3-Dihydro-7-(2-propenyl)-1H-indole). Isolated yield 77.0%. As a reaction SMILES: C([N:4]1[C:12]2[C:7](=[CH:8][CH:9]=[CH:10][CH:11]=2)[CH2:6][CH2:5]1)C=C.[CH2:13]1[C:22]2C(=CC=CC=2)CC[CH2:14]1.B(F)(F)F.CCOCC>>[CH2:22]([C:11]1[CH:10]=[CH:9][CH:8]=[C:7]2[C:12]=1[NH:4][CH2:5][CH2:6]2)[CH:13]=[CH2:14] |f:2.3|. Procedure: A mixture of 2,3-dihydro-1-(2-propenyl)-1H-indole (1.59 g), tetralin (25 ml) and borontrifluoride etherate (1.3 ml) was heated at 200° C. for 1.5 hours. The reaction mixture was cooled to room temperature then quenched with 10% sodium carbonate and extracted with ethyl acetate. The organic layer was separated, washed with brine, dried and evaporated. The residue was chromatographed over silica (ethyl acetate-hexane 15:85) affording 1.23 g of the desired product (77% yield).